Dataset: the Open Reaction Database (ORD), a public repository of structured organic reaction records. Task: describe an organic reaction: reactants, conditions, products, and yield Reactants: ClC=1C=CC(=NC1)NC([S-])=S.C(C)[NH+](CC)CC (triethylammonium 5-chloropyrid-2-yldithiocarbamate), C=CC(CC)=O (pent-1-en-3-one), crude product. Solvent: C(Cl)(Cl)Cl (chloroform), C(Cl)Cl (methylene chloride). Conditions: time 2 hour. Yields the product ClC=1C=CC(=NC1)NC(SCCC(CC)=O)=S (3-Oxopentyl 5-chloropyrid-2-yldithiocarbamate). Isolated yield 56.7%. As a reaction SMILES: [Cl:1][C:2]1[CH:3]=[CH:4][C:5]([NH:8][C:9](=[S:11])[S-:10])=[N:6][CH:7]=1.C([NH+](CC)CC)C.[CH2:19]=[CH:20][C:21](=[O:24])[CH2:22][CH3:23]>C(Cl)(Cl)Cl.C(Cl)Cl>[Cl:1][C:2]1[CH:3]=[CH:4][C:5]([NH:8][C:9](=[S:10])[S:11][CH2:19][CH2:20][C:21](=[O:24])[CH2:22][CH3:23])=[N:6][CH:7]=1 |f:0.1|. Procedure: The procedure of Example 6 is followed but triethylammonium 5-chloropyrid-2-yldithiocarbamate (91.5 g) and pent-1-en-3-one (28.0 g) in anhydrous chloroform (600 cc) are used as the starting materials at a maximum temperature of 5° C. The reaction is allowed to proceed for 2 hours at a maximum temperature of 5° C. The crude product (90.0 g) is dissolved in methylene chloride (400 cc). The solution is chromatographed on a column of diameter 6.5 cm, containing silica (0.063-0.2 mm; 750 g). Elution ... Reactants: C1(=CC(=CC=C1)C1NCCC1)C ((RS)-2-m-tolyl-pyrrolidine), FC1=CC=C(C=C1)S(=O)(=O)Cl (4-fluoro-benzenesulfonyl chloride). Product: FC1=CC=C(C=C1)S(=O)(=O)N1C(CCC1)C=1C=C(C=CC1)C ((RS)-1-(4-Fluoro-benzenesulfonyl)-2-m-tolyl-pyrrolidine). RXN SMILES: [C:1]1([CH3:12])[CH:6]=[CH:5][CH:4]=[C:3]([CH:7]2[CH2:11][CH2:10][CH2:9][NH:8]2)[CH:2]=1.[F:13][C:14]1[CH:19]=[CH:18][C:17]([S:20](Cl)(=[O:22])=[O:21])=[CH:16][CH:15]=1>>[F:13][C:14]1[CH:19]=[CH:18][C:17]([S:20]([N:8]2[CH2:9][CH2:10][CH2:11][CH:7]2[C:3]2[CH:2]=[C:1]([CH3:12])[CH:6]=[CH:5][CH:4]=2)(=[O:22])=[O:21])=[CH:16][CH:15]=1. Procedure: The title compound, off-white solid, m.p. 80° C. and MS: m/e=319(M+) was prepared in accordance with the general method of example 1e from (RS)-2-m-tolyl-pyrrolidine and 4-fluoro-benzenesulfonyl chloride. Starting materials: CC1=NN(C(=C1)C)CCCCCCCCCCCCCCCC (3,5-dimethyl-1-hexadecylpyrazole), S1(=O)(=O)CCCC1 (sulfolane), C(C=C)Br (allyl bromide). Solvent: CCOCC (ether). Conditions: time 24 hour. Yields the product [Br-].C(C=C)N1[N+](=C(C=C1C)C)CCCCCCCCCCCCCCCC (2-allyl-3,5-dimethyl-1-hexadecyl-pyrazolium bromide). RXN SMILES: [CH3:1][C:2]1[CH:6]=[C:5]([CH3:7])[N:4]([CH2:8][CH2:9][CH2:10][CH2:11][CH2:12][CH2:13][CH2:14][CH2:15][CH2:16][CH2:17][CH2:18][CH2:19][CH2:20][CH2:21][CH2:22][CH3:23])[N:3]=1.S1(C[CH2:29][CH2:28][CH2:27]1)(=O)=O.C([Br:34])C=C>CCOCC>[Br-:34].[CH2:29]([N:3]1[C:2]([CH3:1])=[CH:6][C:5]([CH3:7])=[N+:4]1[CH2:8][CH2:9][CH2:10][CH2:11][CH2:12][CH2:13][CH2:14][CH2:15][CH2:16][CH2:17][CH2:18][CH2:19][CH2:20][CH2:21][CH2:22][CH3:23])[CH:28]=[CH2:27] |f:4.5|. Reported procedure: A mixture of 50 g (0.156 mol) of 3,5-dimethyl-1-hexadecylpyrazole, 200 ml of sulfolane and 19 g (0.156 mol) of allyl bromide is stirred and kept at a temperature of 80° C. for 24 hrs. The reaction mixture is allowed to cool and 100 ml of ether are added. The mixture is stirred for another 2 hrs and the crystalate is then filtered off, washed with ether, and vacuum dired at 40° C./12 Torr. Recrystallization from 200 ml of ethyl acetate yields 39.6 g of 2-allyl-3,5-dimethyl-1-hexadecyl-pyrazolium ... Starting materials: C=C(c1ccc(O)cc1)c1cccc(Br)c1, BrCCOC1CCCCO1, O=C([O-])[O-], CN(C)C=O, ClCCl, [Cs+], [Cs+], O. Product: C=C(c1ccc(OCCOC2CCCCO2)cc1)c1cccc(Br)c1. As a reaction SMILES: [Br:17][c:18]1[cH:19][c:20]([C:24](=[CH2:25])[c:26]2[cH:27][cH:28][c:29]([OH:32])[cH:30][cH:31]2)[cH:21][cH:22][cH:23]1.[Br:7][CH2:8][CH2:9][O:10][CH:11]1[O:12][CH2:13][CH2:14][CH2:15][CH2:16]1.[C:1](=[O:2])([O-:3])[O-:4].[CH3:36][N:37]([CH3:38])[CH:39]=[O:40].[Cl:33][CH2:34][Cl:35].[Cs+:5].[Cs+:6].[OH2:41]>>[CH2:8]([CH2:9][O:10][CH:11]1[O:12][CH2:13][CH2:14][CH2:15][CH2:16]1)[O:32][c:29]1[cH:28][cH:27][c:26]([C:24]([c:20]2[cH:19][c:18]([Br:17])[cH:23][cH:22][cH:21]2)=[CH2:25])[cH:31][cH:30]1. Starting materials: [Cl-], O=C(O)c1ccc(F)cc1, OCc1cccnc1, c1ccccc1. Product: O=C(OCc1cccnc1)c1ccc(F)cc1. RXN SMILES: [Cl-:9].[F:10][c:11]1[cH:12][cH:13][c:14]([C:15](=[O:16])[OH:17])[cH:18][cH:19]1.[OH:1][CH2:2][c:3]1[cH:4][n:5][cH:6][cH:7][cH:8]1.[cH:20]1[cH:21][cH:22][cH:23][cH:24][cH:25]1>>[O:1]([CH2:2][c:3]1[cH:4][n:5][cH:6][cH:7][cH:8]1)[C:15]([c:14]1[cH:13][cH:12][c:11]([F:10])[cH:19][cH:18]1)=[O:16]. Reactants: Cc1cc([N+](=O)[O-])c(C)c(Br)c1O, CCOC(C)=O. Product: Cc1cc(N)c(C)c(Br)c1O. As a reaction SMILES: [Br:1][c:2]1[c:3]([OH:13])[c:4]([CH3:12])[cH:5][c:6]([N+:9]([O-:10])=[O:11])[c:7]1[CH3:8].[CH3:14][CH2:15][O:16][C:17](=[O:18])[CH3:19]>>[Br:1][c:2]1[c:3]([OH:13])[c:4]([CH3:12])[cH:5][c:6]([NH2:9])[c:7]1[CH3:8]. Reactants: [Cr](=O)(=O)(O)O (chromic acid), FC(C1=NC2=C(N1C(CO)C)C=C(C(=C2)F)N2C(N(C(=CC2=O)C(F)(F)F)C)=O)(F)F (2-[2-trifluoromethyl-5-fluoro-6-(1-methyl-6-trifluoromethyluracil-3-yl) benzimidazol-1-yl]propan-1-ol), S(O)(O)(=O)=O (sulfuric acid). Reagents/catalysts: [O-2].[O-2].[O-2].[Cr+6] (chromium trioxide). Solvent: O (water), CC(=O)C (acetone). Conditions: time 18 hour. Yields the product FC(C1=NC2=C(N1C(C(=O)O)C)C=C(C(=C2)F)N2C(N(C(=CC2=O)C(F)(F)F)C)=O)(F)F (2-[2-trifluoromethyl-5-fluoro-6-(1-methyl-6-trifluoromethyluracil-3-yl)benzimidazol-1-yl]propanoic acid). RXN SMILES: [F:1][C:2]([F:31])([F:30])[C:3]1[N:7]([CH:8]([CH3:11])[CH2:9][OH:10])[C:6]2[CH:12]=[C:13]([N:17]3[C:22](=[O:23])[CH:21]=[C:20]([C:24]([F:27])([F:26])[F:25])[N:19]([CH3:28])[C:18]3=[O:29])[C:14]([F:16])=[CH:15][C:5]=2[N:4]=1.[Cr](O)(O)(=O)=[O:33].S(=O)(=O)(O)O>CC(C)=O.O.[O-2].[O-2].[O-2].[Cr+6]>[F:31][C:2]([F:1])([F:30])[C:3]1[N:7]([CH:8]([CH3:11])[C:9]([OH:33])=[O:10])[C:6]2[CH:12]=[C:13]([N:17]3[C:22](=[O:23])[CH:21]=[C:20]([C:24]([F:26])([F:25])[F:27])[N:19]([CH3:28])[C:18]3=[O:29])[C:14]([F:16])=[CH:15][C:5]=2[N:4]=1 |f:5.6.7.8|. Reported procedure: Under a nitrogen atmosphere, 4.3 grams (0.010 mole) of 2-[2-trifluoromethyl-5-fluoro-6-(1-methyl-6-trifluoromethyluracil-3-yl) benzimidazol-1-yl]propan-1-ol in 120 mL of acetone was stirred, and 16 mL chromic acid (prepared by dissolving about five grams of chromium trioxide in 12 mL of water, then adding five mL of concentrated sulfuric acid), was added dropwise during a one hour period. Upon completion of the addition, the reaction mixture was stirred at ambient temperature for about 18 hours.... Reactants: BrCc1ccccc1, [H-], Nc1ncnc2[nH]cnc12, [Na+], CN(C)C=O. Product: Nc1ncnc2c1ncn2Cc1ccccc1. RXN SMILES: [Br:13][CH2:14][c:15]1[cH:16][cH:17][cH:18][cH:19][cH:20]1.[H-:11].[NH2:1][c:2]1[n:3][cH:4][n:5][c:6]2[nH:7][cH:8][n:9][c:10]12.[Na+:12].[O:21]=[CH:22][N:23]([CH3:24])[CH3:25]>>[NH2:1][c:2]1[n:3][cH:4][n:5][c:6]2[n:7]([CH2:14][c:15]3[cH:16][cH:17][cH:18][cH:19][cH:20]3)[cH:8][n:9][c:10]12.